Dataset: the Open Reaction Database (ORD), a public repository of structured organic reaction records. Task: describe an organic reaction: reactants, conditions, products, and yield Reactants: ClCC(=O)N1C2=C(NC(C3=C1C=CC=C3)=O)C=CC=N2 (11-chloroacetyl-5,11-dihydro-6H-pyrido-[2,3-b][1,4]benzodiazepin-6-one), C([O-])([O-])=O.[Na+].[Na+] (sodium carbonate), O1CCN(CC1)CCN1CCNCC1 (1-(2-morpholino-ethyl)piperazine). The solvent is C(C)O (ethanol). Yields the product O1CCN(CC1)CCN1CCN(CC1)CC(=O)N1C2=C(NC(C3=C1C=CC=C3)=O)C=CC=N2 (5,11-Dihydro-11-{[4-(2-morpholino-ethyl)-1-piperazinyl]acetyl}-6H-pyrido[2,3-b][1,4]benzodiazepin-6-one). As a reaction SMILES: Cl[CH2:2][C:3]([N:5]1[C:11]2[CH:12]=[CH:13][CH:14]=[CH:15][C:10]=2[C:9](=[O:16])[NH:8][C:7]2[CH:17]=[CH:18][CH:19]=[N:20][C:6]1=2)=[O:4].C(=O)([O-])[O-].[Na+].[Na+].[O:27]1[CH2:32][CH2:31][N:30]([CH2:33][CH2:34][N:35]2[CH2:40][CH2:39][NH:38][CH2:37][CH2:36]2)[CH2:29][CH2:28]1>C(O)C>[O:27]1[CH2:28][CH2:29][N:30]([CH2:33][CH2:34][N:35]2[CH2:36][CH2:37][N:38]([CH2:2][C:3]([N:5]3[C:11]4[CH:12]=[CH:13][CH:14]=[CH:15][C:10]=4[C:9](=[O:16])[NH:8][C:7]4[CH:17]=[CH:18][CH:19]=[N:20][C:6]3=4)=[O:4])[CH2:39][CH2:40]2)[CH2:31][CH2:32]1 |f:1.2.3|. Reported procedure: 5,11-Dihydro-11-{[4-(2-morpholino-ethyl)-1-piperazinyl]acetyl}-6H-pyrido[2,3-b][1,4]benzodiazepin-6-one was prepared from 8.62 gm of 11-chloroacetyl-5,11-dihydro-6H-pyrido-[2,3-b][1,4]benzodiazepin-6-one, 3.5 gm of sodium carbonate and 6.1 gm of 1-(2-morpholino-ethyl)piperazine in 100 ml of absolute ethanol in analogy to Example 1. Starting materials: COC(C=1C(C(=O)OC)=C(C=CC1)NCCCCC)=O (3-Pentylamino-phthalic acid dimethyl ester), COCCNC1=C(C(C(=O)O)=CC=C1)C(=O)O (3-(2-methoxy-ethylamino)-phthalic acid), diacid, monomethyl esters. Yields the product C(CCCC)NC1=C(C(C(=O)O)=CC=C1)C(=O)O (3-Pentylamino-phthalic acid). RXN SMILES: C[O:2][C:3](=[O:20])[C:4]1[C:5](=[C:10]([NH:14][CH2:15][CH2:16][CH2:17][CH2:18][CH3:19])[CH:11]=[CH:12][CH:13]=1)[C:6]([O:8]C)=[O:7].COCCNC1C=CC=C(C(O)=O)C=1C(O)=O>>[CH2:15]([NH:14][C:10]1[CH:11]=[CH:12][CH:13]=[C:4]([C:3]([OH:20])=[O:2])[C:5]=1[C:6]([OH:8])=[O:7])[CH2:16][CH2:17][CH2:18][CH3:19]. Procedure: 3-Pentylamino-phthalic acid dimethyl ester (4.19, 15 mmol) was treated in the same manner as described above for the synthesis of 3-(2-methoxy-ethylamino)-phthalic acid. The product of the reaction, which contained a mixture of diacid and monomethyl esters, was used without further purification. The reactants are CC(C)(C)OC(N)=O, C1COCCO1, CNCCNC, [Cu]I, Cn1cnc(-c2cccc(I)c2)c1-c1cc2c(N)ncnc2s1, [K+], [K+], [K+], O=P([O-])([O-])[O-]. Yields the product Cn1cnc(-c2cccc(NC(=O)OC(C)(C)C)c2)c1-c1cc2c(N)ncnc2s1. As a reaction SMILES: [C:24]([NH2:25])([O:26][C:27]([CH3:28])([CH3:29])[CH3:30])=[O:31].[CH2:46]1[O:47][CH2:48][CH2:49][O:50][CH2:51]1.[CH3:32][NH:33][CH2:34][CH2:35][NH:36][CH3:37].[Cu:52][I:53].[I:1][c:2]1[cH:3][c:4](-[c:8]2[n:9][cH:10][n:11]([CH3:23])[c:12]2-[c:13]2[cH:14][c:15]3[c:16]([n:17][cH:18][n:19][c:20]3[NH2:21])[s:22]2)[cH:5][cH:6][cH:7]1.[K+:43].[K+:44].[K+:45].[P:38]([O-:39])([O-:40])([O-:41])=[O:42]>>[c:2]1([NH:25][C:24]([O:26][C:27]([CH3:28])([CH3:29])[CH3:30])=[O:31])[cH:3][c:4](-[c:8]2[n:9][cH:10][n:11]([CH3:23])[c:12]2-[c:13]2[cH:14][c:15]3[c:16]([n:17][cH:18][n:19][c:20]3[NH2:21])[s:22]2)[cH:5][cH:6][cH:7]1. The reactants are ClC1=CC(=C(/C=C/C(=O)OC)C=C1)NS(=O)(=O)C1=CC=CC=C1 (methyl trans-4-chloro-2-(phenylsulfonylamino)cinnamate), C(#N)C1=CC=C(C(CBr)=O)C=C1 (4-cyanophenacyl bromide). Product: COC(CC1=C(NC2=CC(=CC=C12)Cl)C(C1=CC=C(C=C1)C#N)=O)=O (Methyl[6-chloro-2-(4-cyanobenzoyl)-1H-indol-3-yl]acetate). RXN SMILES: [Cl:1][C:2]1[CH:13]=[CH:12][C:5](/[CH:6]=[CH:7]/[C:8]([O:10][CH3:11])=[O:9])=[C:4]([NH:14]S(C2C=CC=CC=2)(=O)=O)[CH:3]=1.[C:24]([C:26]1[CH:35]=[CH:34][C:29]([C:30](=[O:33])[CH2:31]Br)=[CH:28][CH:27]=1)#[N:25]>>[CH3:11][O:10][C:8](=[O:9])[CH2:7][C:6]1[C:5]2[C:4](=[CH:3][C:2]([Cl:1])=[CH:13][CH:12]=2)[NH:14][C:31]=1[C:30](=[O:33])[C:29]1[CH:34]=[CH:35][C:26]([C:24]#[N:25])=[CH:27][CH:28]=1. Reported procedure: The title compound was prepared according to the procedure described in Example 8 (Method B) from methyl trans-4-chloro-2-(phenylsulfonylamino)cinnamate (step 1 of Example 8, Method A) and 4-cyanophenacyl bromide.